This data is from the Open Reaction Database (ORD), a public repository of structured organic reaction records. The task is: describe an organic reaction: reactants, conditions, products, and yield The reactants are solution, [H-].[Al+3].[Li+].[H-].[H-].[H-] (lithium aluminum hydride), NC=1C2=CC=C(C=C2N=C2CCCC(C12)=O)C(F)(F)F (9-Amino-3,4-dihydro-6-trifluoromethylacridin-1(2H)-one). The solvent is C1CCOC1 (THF), O1CCCC1 (tetrahydrofuran). Conditions: time 30 minute. Yields the product NC=1C2=CC=C(C=C2N=C2CCCC(C12)O)C(F)(F)F (9-Amino-1,2,3,4-tetrahydro-6-trifluoromethylacridin-1-ol). RXN SMILES: [NH2:1][C:2]1[C:3]2[C:8]([N:9]=[C:10]3[C:15]=1[C:14](=[O:16])[CH2:13][CH2:12][CH2:11]3)=[CH:7][C:6]([C:17]([F:20])([F:19])[F:18])=[CH:5][CH:4]=2.[H-].[Al+3].[Li+].[H-].[H-].[H-]>O1CCCC1>[NH2:1][C:2]1[C:3]2[C:8]([N:9]=[C:10]3[C:15]=1[CH:14]([OH:16])[CH2:13][CH2:12][CH2:11]3)=[CH:7][C:6]([C:17]([F:20])([F:18])[F:19])=[CH:5][CH:4]=2 |f:1.2.3.4.5.6|. Reported procedure: 9-Amino-3,4-dihydro-6-trifluoromethylacridin-1(2H)-one (2.4 g) was suspended in 60 ml of tetrahydrofuran. To this cooled solution was added 9 ml of 1 molar solution of lithium aluminum hydride in THF. This was stirred for 30 minutes.